This data is from the Open Reaction Database (ORD), a public repository of structured organic reaction records. The task is: describe an organic reaction: reactants, conditions, products, and yield Starting materials: CC(=O)O[BH-](OC(C)=O)OC(C)=O, O=C([O-])[O-], C1CCNCC1, [Cl-], NC(=O)c1sc(-n2cnc3ccc(C=O)cc32)nc1-c1cccc(Cl)c1, ClCCl, [K+], [K+], [NH4+], [Na+]. Yields the product NC(=O)c1sc(-n2cnc3ccc(CN4CCCCC4)cc32)nc1-c1cccc(Cl)c1. As a reaction SMILES: [C:33]([O:34][BH-:35]([O:36][C:37](=[O:38])[CH3:39])[O:40][C:41](=[O:42])[CH3:43])(=[O:44])[CH3:45].[C:49](=[O:50])([O-:51])[O-:52].[CH2:27]1[CH2:28][CH2:29][NH:30][CH2:31][CH2:32]1.[Cl-:47].[Cl:1][c:2]1[cH:3][c:4](-[c:8]2[n:9][c:10](-[n:16]3[cH:17][n:18][c:19]4[c:20]3[cH:21][c:22]([CH:25]=[O:26])[cH:23][cH:24]4)[s:11][c:12]2[C:13](=[O:14])[NH2:15])[cH:5][cH:6][cH:7]1.[Cl:55][CH2:56][Cl:57].[K+:53].[K+:54].[NH4+:48].[Na+:46]>>[Cl:1][c:2]1[cH:3][c:4](-[c:8]2[n:9][c:10](-[n:16]3[cH:17][n:18][c:19]4[c:20]3[cH:21][c:22]([CH2:25][N:30]3[CH2:29][CH2:28][CH2:27][CH2:32][CH2:31]3)[cH:23][cH:24]4)[s:11][c:12]2[C:13](=[O:14])[NH2:15])[cH:5][cH:6][cH:7]1.